Dataset: the Open Reaction Database (ORD), a public repository of structured organic reaction records. Task: describe an organic reaction: reactants, conditions, products, and yield Starting materials: C1=[NH+]CCC2=CC=CC=C12 (3,4-dihydroisoquinolinium), C1(=CC=C(C=C1)S(=O)(=O)OC)C (methyl p-toluenesulfonate). Solvent: CO (methanol), CO (methanol). Run at temperature 0 celsius. Yields the product C=1(C(=CC=CC1)S(=O)(=O)[O-])C.C[N+]1=CC2=CC=CC=C2CC1 (N-Methyl-3,4-dihydroisoquinolinium o-toluenesulfonate), off-white solid. The yield is 88.0%. RXN SMILES: [CH:1]1[C:10]2[C:5](=[CH:6][CH:7]=[CH:8][CH:9]=2)[CH2:4][CH2:3][NH+:2]=1.[C:11]1([CH3:22])[CH:16]=[CH:15][C:14]([S:17]([O:20]C)(=[O:19])=[O:18])=[CH:13][CH:12]=1>CO>[C:5]1([CH3:4])[C:10]([S:17]([O-:20])(=[O:19])=[O:18])=[CH:9][CH:8]=[CH:7][CH:6]=1.[CH3:3][N+:2]1[CH2:1][CH2:10][C:16]2[C:11](=[CH:12][CH:13]=[CH:14][CH:15]=2)[CH:22]=1 |f:3.4|. Reported procedure: The title compound was prepared using the procedure described by Koelsch et al in J. Am. Chem. Soc. (1953) 75, 2095. In a 250-ml one-necked round-bottomed flask equipped with a magnetic stir bar and a reflux condenser were placed 3,4-dihydroisoquinolinium (8.27 grams, 63 mmol) and 40 ml of methanol. The mixture was stirred and cooled to 0° C. A solution of methyl p-toluenesulfonate (11.73 g, 63 mmol) and 70 ml of methanol was added dropwise. The color of the solution remained clear and yellow. T... Starting materials: C(C)(C)N(CC)C(C)C (diisopropylethylamine), ClC1=CC=C(C=C1)C1N=C(NC1C1=CC=C(C=C1)Cl)C1=C(C=C(C#N)C=C1)OCC (4-[4,5-bis-(4-chloro-phenyl)-4,5-dihydro-1H-imidazol-2-yl]-3-ethoxy-benzonitrile), C(=O)(Cl)Cl (phosgene). The solvent is C(Cl)Cl (methylene chloride). Product: ClC1=CC=C(C=C1)C1N=C(N(C1C1=CC=C(C=C1)Cl)C(=O)Cl)C1=C(C=C(C=C1)C#N)OCC (4,5-bis-(4-chloro-phenyl)-2-(4-cyano-2-ethoxy-phenyl)-4,5-dihydro-imidazole-1-carbonyl chloride). The yield is 94.0%. As a reaction SMILES: [Cl:1][C:2]1[CH:7]=[CH:6][C:5]([CH:8]2[CH:12]([C:13]3[CH:18]=[CH:17][C:16]([Cl:19])=[CH:15][CH:14]=3)[NH:11][C:10]([C:20]3[CH:27]=[CH:26][C:23]([C:24]#[N:25])=[CH:22][C:21]=3[O:28][CH2:29][CH3:30])=[N:9]2)=[CH:4][CH:3]=1.C(N(C(C)C)CC)(C)C.[C:40](Cl)([Cl:42])=[O:41]>C(Cl)Cl>[Cl:1][C:2]1[CH:3]=[CH:4][C:5]([CH:8]2[CH:12]([C:13]3[CH:14]=[CH:15][C:16]([Cl:19])=[CH:17][CH:18]=3)[N:11]([C:40]([Cl:42])=[O:41])[C:10]([C:20]3[CH:27]=[CH:26][C:23]([C:24]#[N:25])=[CH:22][C:21]=3[O:28][CH2:29][CH3:30])=[N:9]2)=[CH:6][CH:7]=1. Procedure: 4,5-Bis-(4-chloro-phenyl)-2-(4-cyano-2-ethoxy-phenyl)-4,5-dihydro-imidazole (1.25 g, 2.88 mmol, example 25) was dissolved in methylene chloride and diisopropylethylamine (2.41 mL, 13.8 mmol) was added. The mixture was cooled in an ice bath and phosgene (6.09 mL, 11.52 mmol, 20% in toluene) was added. The reaction mixture was stirred for 30 mm at ice temperature and concentrated. Purification of the crude residue by flash column chromatography (silica gel, eluting with a gradient of ethyl acetate... Starting materials: CC(C)(C)c1cc(C=O)cc(C(C)(C)C)c1O, CC(=O)O, Cc1ccccc1, Nc1ccc([N+](=O)[O-])cc1, O=C(O)CS. As a reaction SMILES: [C:1]([CH3:2])([CH3:3])([CH3:4])[c:5]1[cH:6][c:7]([CH:8]=[O:9])[cH:10][c:11]([C:14]([CH3:15])([CH3:16])[CH3:17])[c:12]1[OH:13].[CH3:28][C:29](=[O:30])[OH:31].[CH3:37][c:38]1[cH:39][cH:40][cH:41][cH:42][cH:43]1.[N+:18](=[O:19])([O-:20])[c:21]1[cH:22][cH:23][c:24]([NH2:25])[cH:26][cH:27]1.[SH:32][CH2:33][C:34](=[O:35])[OH:36]>>[C:1]([CH3:2])([CH3:3])([CH3:4])[c:5]1[cH:6][c:7]([CH:8]2[N:25]([c:24]3[cH:23][cH:22][c:21]([N+:18](=[O:19])[O-:20])[cH:27][cH:26]3)[C:34](=[O:35])[CH2:33][S:32]2)[cH:10][c:11]([C:14]([CH3:15])([CH3:16])[CH3:17])[c:12]1[OH:13]. The product is CC(C)(C)c1cc(C2SCC(=O)N2c2ccc([N+](=O)[O-])cc2)cc(C(C)(C)C)c1O. Yields the product O=C(O)CN1C(=O)C(NC(CCC2CCCCC2)C(=O)O)COc2ccccc21. Reaction SMILES: [CH2:1]([CH3:2])[O:3][C:4](=[O:5])[CH:6]([CH2:7][CH2:8][CH:9]1[CH2:10][CH2:11][CH2:12][CH2:13][CH2:14]1)[NH:15][CH:16]1[CH2:17][O:18][c:19]2[c:20]([cH:28][cH:29][cH:30][cH:31]2)[N:21]([CH2:24][C:25](=[O:26])[OH:27])[C:22]1=[O:23].[CH3:35][CH2:36][OH:37].[ClH:34].[Na+:33].[OH-:32]>>[O:3]=[C:4]([OH:5])[CH:6]([CH2:7][CH2:8][CH:9]1[CH2:10][CH2:11][CH2:12][CH2:13][CH2:14]1)[NH:15][CH:16]1[CH2:17][O:18][c:19]2[c:20]([cH:28][cH:29][cH:30][cH:31]2)[N:21]([CH2:24][C:25](=[O:26])[OH:27])[C:22]1=[O:23]. Reactants: CCOC(=O)C(CCC1CCCCC1)NC1COc2ccccc2N(CC(=O)O)C1=O, CCO, Cl, [Na+], [OH-]. Starting materials: NC1=C(C=C(C=C1)C)S(=O)(=O)N (2-amino-5-methyl-benzenesulfonamide), BrC1=CC=C(C=C1)CCS(=O)(=O)Cl (2-(4-bromo-phenyl)-ethanesulfonyl chloride). Solvent: N1=CC=CC=C1 (pyridine), C(C)(=O)OCC (ethyl acetate). Reaction conditions: time 8 hour. The product is BrC1=CC=C(C=C1)CCS(=O)(=O)NC1=C(C=C(C=C1)C)S(=O)(=O)N (2-[2-(4-Bromo-phenyl)-ethanesulfonylamino]-5-methyl-benzenesulfonamide). Isolated yield 37.7%. Reaction SMILES: [NH2:1][C:2]1[CH:7]=[CH:6][C:5]([CH3:8])=[CH:4][C:3]=1[S:9]([NH2:12])(=[O:11])=[O:10].[Br:13][C:14]1[CH:19]=[CH:18][C:17]([CH2:20][CH2:21][S:22](Cl)(=[O:24])=[O:23])=[CH:16][CH:15]=1>N1C=CC=CC=1.C(OCC)(=O)C>[Br:13][C:14]1[CH:15]=[CH:16][C:17]([CH2:20][CH2:21][S:22]([NH:1][C:2]2[CH:7]=[CH:6][C:5]([CH3:8])=[CH:4][C:3]=2[S:9]([NH2:12])(=[O:10])=[O:11])(=[O:24])=[O:23])=[CH:18][CH:19]=1. Procedure: A mixture of 2-amino-5-methyl-benzenesulfonamide (0.1 g, 0.53 mmol) and 2-(4-bromo-phenyl)-ethanesulfonyl chloride (0.14 g, 0.49 mmol) in anhydrous pyridine (4 mL) was stirred at room temperature overnight. The reaction mixture was diluted with ethyl acetate (20 mL) and the organic phase was washed with aqueous hydrochloric acid (1 M, 20 mL), saturated sodium bicarbonate (20 mL) and brine, dried over magnesium sulfate and concentrated under reduced pressure. The residue was purified by preparati... Starting materials: Cn1c(=O)c2c(nc(Br)n2Cc2c(F)cccc2Cl)n(C)c1=O, CCO, Cc1ccccc1, [Cl-], [Li+], [Na+], [Na+], O=C([O-])[O-], OB(O)c1ccccc1, [Pd], c1ccc(P(c2ccccc2)c2ccccc2)cc1, c1ccc(P(c2ccccc2)c2ccccc2)cc1, c1ccc(P(c2ccccc2)c2ccccc2)cc1, c1ccc(P(c2ccccc2)c2ccccc2)cc1. Product: Cn1c(=O)c2c(nc(-c3ccccc3)n2Cc2c(F)cccc2Cl)n(C)c1=O. Reaction SMILES: [Br:1][c:2]1[n:3][c:4]2[n:5]([CH3:23])[c:6](=[O:22])[n:7]([CH3:21])[c:8](=[O:20])[c:9]2[n:10]1[CH2:11][c:12]1[c:13]([Cl:19])[cH:14][cH:15][cH:16][c:17]1[F:18].[CH3:24][CH2:25][OH:26].[CH3:44][c:45]1[cH:46][cH:47][cH:48][cH:49][cH:50]1.[Cl-:37].[Li+:36].[Na+:38].[Na+:39].[O-:40][C:41](=[O:42])[O-:43].[OH:27][B:28]([OH:29])[c:30]1[cH:31][cH:32][cH:33][cH:34][cH:35]1.[Pd:51].[c:109]1([P:110]([c:111]2[cH:112][cH:113][cH:114][cH:115][cH:116]2)[c:117]2[cH:118][cH:119][cH:120][cH:121][cH:122]2)[cH:123][cH:124][cH:125][cH:126][cH:127]1.[c:52]1([P:53]([c:54]2[cH:55][cH:56][cH:57][cH:58][cH:59]2)[c:60]2[cH:61][cH:62][cH:63][cH:64][cH:65]2)[cH:66][cH:67][cH:68][cH:69][cH:70]1.[c:71]1([P:72]([c:73]2[cH:74][cH:75][cH:76][cH:77][cH:78]2)[c:79]2[cH:80][cH:81][cH:82][cH:83][cH:84]2)[cH:85][cH:86][cH:87][cH:88][cH:89]1.[c:90]1([P:91]([c:92]2[cH:93][cH:94][cH:95][cH:96][cH:97]2)[c:98]2[cH:99][cH:100][cH:101][cH:102][cH:103]2)[cH:104][cH:105][cH:106][cH:107][cH:108]1>>[c:2]1(-[c:30]2[cH:31][cH:32][cH:33][cH:34][cH:35]2)[n:3][c:4]2[n:5]([CH3:23])[c:6](=[O:22])[n:7]([CH3:21])[c:8](=[O:20])[c:9]2[n:10]1[CH2:11][c:12]1[c:13]([Cl:19])[cH:14][cH:15][cH:16][c:17]1[F:18]. The reactants are C(=O)O (formic acid), ClC1=CC=C(C=C1)C1=CC=C(C=C1)NC(CCC1=CC=C(C=C1)C#N)=O (N-(4′-chlorobiphenyl-4-yl)-3-(4-cyanophenyl)propionamide). The reagents and catalysts are [Ni] (Raney nickel). Solvent: O (water). The product is ClC1=CC=C(C=C1)C1=CC=C(C=C1)NC(CCC1=CC=C(C=C1)C=O)=O (N-(4′-chlorobiphenyl-4-yl)-3-(4-formylphenyl)propionamide). As a reaction SMILES: C(O)=[O:2].[Cl:4][C:5]1[CH:10]=[CH:9][C:8]([C:11]2[CH:16]=[CH:15][C:14]([NH:17][C:18](=[O:29])[CH2:19][CH2:20][C:21]3[CH:26]=[CH:25][C:24]([C:27]#N)=[CH:23][CH:22]=3)=[CH:13][CH:12]=2)=[CH:7][CH:6]=1>[Ni].O>[Cl:4][C:5]1[CH:10]=[CH:9][C:8]([C:11]2[CH:16]=[CH:15][C:14]([NH:17][C:18](=[O:29])[CH2:19][CH2:20][C:21]3[CH:26]=[CH:25][C:24]([CH:27]=[O:2])=[CH:23][CH:22]=3)=[CH:13][CH:12]=2)=[CH:7][CH:6]=1. Procedure: 100 mL of formic acid is added to a reaction mixture of 3 g of Raney nickel moistened with water and 14.22 g (39.41 mmol) of N-(4′-chlorobiphenyl-4-yl)-3-(4-cyanophenyl)propionamide and refluxed for 20 hours. Then the catalyst is suction filtered and the filtrate is diluted with plenty of water. The precipitated N-(4′-chlorobiphenyl-4-yl)-3-(4-formylphenyl)propionamide is suction filtered and dissolved in ethyl acetate. The organic phase is washed first of all with 2 molar sodium hydroxide solut... Starting materials: C(C)(C)(C)C1=CC(=C(C(=C1O)C)CNCC(CCCC)CC)C (6-t-butyl-3-(2-ethylhexylaminomethyl)-2,4-dimethylphenol), [OH-].[Na+] (sodium hydroxide), C1(=CC(=CC=C1)S(=O)(=O)Cl)S(=O)(=O)Cl (1,3-benzenedisulfonyl chloride). Run in O (water), CC(=O)C (acetone), O (water). Reaction conditions: time 15 hour. The product is C(C)(C)(C)C1=C(C(=C(CN(S(=O)(=O)C2=CC(=CC=C2)S(=O)(=O)N(CC(CCCC)CC)CC2=C(C(=C(C=C2C)C(C)(C)C)O)C)CC(CCCC)CC)C(=C1)C)C)O (N,N'-Bis(4-t-butyl-3-hydroxy-2,6-dimethylbenzyl)-N,N'-Bis(2-ethylhexyl)-m-Benzenedisulfonamide). The yield is 32.7%. As a reaction SMILES: [C:1]([C:5]1[C:10]([OH:11])=[C:9]([CH3:12])[C:8]([CH2:13][NH:14][CH2:15][CH:16]([CH2:21][CH3:22])[CH2:17][CH2:18][CH2:19][CH3:20])=[C:7]([CH3:23])[CH:6]=1)([CH3:4])([CH3:3])[CH3:2].[C:24]1([S:34](Cl)(=[O:36])=[O:35])[CH:29]=[CH:28][CH:27]=[C:26]([S:30](Cl)(=[O:32])=[O:31])[CH:25]=1.[OH-:38].[Na+]>CC(C)=O.O>[C:1]([C:5]1[CH:10]=[C:9]([CH3:12])[C:8]([CH2:13][N:14]([CH2:15][CH:16]([CH2:21][CH3:22])[CH2:17][CH2:18][CH2:19][CH3:20])[S:34]([C:24]2[CH:29]=[CH:28][CH:27]=[C:26]([S:30]([N:14]([CH2:13][C:8]3[C:7]([CH3:23])=[CH:6][C:5]([C:1]([CH3:3])([CH3:4])[CH3:2])=[C:10]([OH:11])[C:9]=3[CH3:12])[CH2:15][CH:16]([CH2:21][CH3:22])[CH2:17][CH2:18][CH2:19][CH3:20])(=[O:32])=[O:31])[CH:25]=2)(=[O:36])=[O:35])=[C:7]([CH3:23])[C:6]=1[OH:38])([CH3:2])([CH3:3])[CH3:4] |f:2.3|. Reported procedure: The procedure of Example 1 is followed using 6-t-butyl-3-(2-ethylhexylaminomethyl)-2,4-dimethylphenol (13.40 grams; 0.042 mole) and 1,3-benzenedisulfonyl chloride (5.5 grams; 0.02 mole) in a mixture of acetone (100 mls) and water (35 mls) while adding a solution of sodium hydroxide (1.76 grams; 0.044 mole) in water (15 mls) and maintaining the temperature at 30°-35° C. The mixture is allowed to stand at ambient temperature for 15 hours. After separating the oily layer, treating the same with ice... Reactants: C(C)O (ethanol), C1(CC1)N1C=C(C(C2=CC=C(C(=C12)OC(F)F)C=1C=C2CN[C@@H](C2=CC1)C)=O)C(=O)O ((R)-1-cyclopropyl-8-difluoromethoxy-7-(1-methyl-2,3-dihydro-1H-5-isoindolyl)-4-oxo-1,4-dihydro-3-quinolinecarboxylic acid), CS(=O)(=O)O (methanesulfonic acid). Run in O (water). Run at temperature 40 celsius, time 10 minute. The product is O.CS(=O)(=O)O.C1(CC1)N1C=C(C(C2=CC=C(C(=C12)OC(F)F)C=1C=C2CN[C@@H](C2=CC1)C)=O)C(=O)O ((R)-1-cyclopropyl-8-difluoromethoxy-7-(1-methyl-2,3-dihydro-1H-5-isoindolyl)-4-oxo-1,4-dihydro-3-quinolinecarboxylic acid methanesulfonate monohydrate). Reaction SMILES: C([OH:3])C.[CH:4]1([N:7]2[C:16]3[C:11](=[CH:12][CH:13]=[C:14]([C:21]4[CH:22]=[C:23]5[C:27](=[CH:28][CH:29]=4)[C@@H:26]([CH3:30])[NH:25][CH2:24]5)[C:15]=3[O:17][CH:18]([F:20])[F:19])[C:10](=[O:31])[C:9]([C:32]([OH:34])=[O:33])=[CH:8]2)[CH2:6][CH2:5]1.[CH3:35][S:36]([OH:39])(=[O:38])=[O:37]>O>[OH2:3].[CH3:35][S:36]([OH:39])(=[O:38])=[O:37].[CH:4]1([N:7]2[C:16]3[C:11](=[CH:12][CH:13]=[C:14]([C:21]4[CH:22]=[C:23]5[C:27](=[CH:28][CH:29]=4)[C@@H:26]([CH3:30])[NH:25][CH2:24]5)[C:15]=3[O:17][CH:18]([F:20])[F:19])[C:10](=[O:31])[C:9]([C:32]([OH:34])=[O:33])=[CH:8]2)[CH2:6][CH2:5]1 |f:4.5.6|. Procedure: In 192 ml of 50% water-containing ethanol is suspended 24 g of (R)-1-cyclopropyl-8-difluoromethoxy-7-(1-methyl-2,3-dihydro-1H-5-isoindolyl)-4-oxo-1,4-dihydro-3-quinolinecarboxylic acid and the suspension is warmed to 40° C., after which 5.71 g of methanesulfonic acid is added to the warmed suspension to form a uniform solution. Subsequently, the solution is stirred at the same temperature for 10 minutes and thereafter filtered, and the filtrate is concentrated, after which the crystals deposited... Reactants: N(=NC(=O)OC(C)C)C(=O)OC(C)C (Diisopropyl azodicarboxylate), ClC1=C(C=CC(=C1)S(=O)(=O)C)NC1=C(C=CC(=C1)F)O (2-{[2-Chloro-4-(methylsulfonyl)phenyl]amino}-4-fluorophenol), C1(=CC=CC=C1)P(C1=CC=CC=C1)C1=CC=CC=C1 (triphenylphosphine), R-methyl lactate, C1CCOC1 (THF), [OH-].[Na+] (sodium hydroxide). Solvent: O (water). Reaction conditions: time 20 hour. Yields the product ClC1=C(C=CC(=C1)S(=O)(=O)C)NC1=C(O[C@H](C(=O)O)C)C=CC(=C1)F ((2S)-2-(2-{[2-Chloro-4-(methylsulfonyl)phenyl]amino}-4-fluorophenoxy)propanoic acid). RXN SMILES: N(C(OC(C)C)=O)=NC(OC(C)C)=[O:4].[Cl:15][C:16]1[CH:21]=[C:20]([S:22]([CH3:25])(=[O:24])=[O:23])[CH:19]=[CH:18][C:17]=1[NH:26][C:27]1[CH:32]=[C:31]([F:33])[CH:30]=[CH:29][C:28]=1[OH:34].C1(P(C2C=CC=CC=2)C2C=CC=CC=2)C=CC=CC=1.[OH-].[Na+].[CH2:56]1[CH2:60][O:59]C[CH2:57]1>O>[Cl:15][C:16]1[CH:21]=[C:20]([S:22]([CH3:25])(=[O:24])=[O:23])[CH:19]=[CH:18][C:17]=1[NH:26][C:27]1[CH:32]=[C:31]([F:33])[CH:30]=[CH:29][C:28]=1[O:34][C@@H:56]([CH3:57])[C:60]([OH:59])=[O:4] |f:3.4|. Reported procedure: Diisopropyl azodicarboxylate (0.14 ml) was added to a stirred solution of the product from example 56 step (ii) (0.2 g), triphenylphosphine (0.18 g), R-methyl lactate (0.1 g) in THF (10 ml). After 20 h, aqueous 1M sodium hydroxide solution (2 ml) was added and stirred for 4 h. The mixture was diluted with water (30 ml) then partitioned between ethyl acetate/2M hydrochloric acid. The organics were separated, washed with brine, dried and evaporated under reduced pressure. The residue was purified ...